From a dataset of the Open Reaction Database (ORD), a public repository of structured organic reaction records. describe an organic reaction: reactants, conditions, products, and yield Reactants: NC1=CC=C(CN2C(C(N(CC2)CC2=CC=C(C=C2)N)=O)=O)C=C1 (1,4-bis(4-aminobenzyl)-2,3-dioxopiperazine), BrC1=NC=CC=N1 (2-bromopyrimidine). The product is N1=C(N=CC=C1)NC1=CC=C(CN2C(C(N(CC2)CC2=CC=C(C=C2)NC2=NC=CC=N2)=O)=O)C=C1 (1,4-bis[4-(2-pyrimidinylamino)benzyl]-2,3-dioxopiperazine). Yield: 14.7%. As a reaction SMILES: [NH2:1][C:2]1[CH:24]=[CH:23][C:5]([CH2:6][N:7]2[CH2:12][CH2:11][N:10]([CH2:13][C:14]3[CH:19]=[CH:18][C:17]([NH2:20])=[CH:16][CH:15]=3)[C:9](=[O:21])[C:8]2=[O:22])=[CH:4][CH:3]=1.Br[C:26]1[N:31]=[CH:30][CH:29]=[CH:28][N:27]=1>>[N:27]1[CH:28]=[CH:29][CH:30]=[N:31][C:26]=1[NH:20][C:17]1[CH:18]=[CH:19][C:14]([CH2:13][N:10]2[CH2:11][CH2:12][N:7]([CH2:6][C:5]3[CH:4]=[CH:3][C:2]([NH:1][C:26]4[N:31]=[CH:30][CH:29]=[CH:28][N:27]=4)=[CH:24][CH:23]=3)[C:8](=[O:22])[C:9]2=[O:21])=[CH:15][CH:16]=1. Procedure: The 1,4-bis(4-aminobenzyl)-2,3-dioxopiperazine was reacted with 2-bromopyrimidine in the same manner as in Example 6-(1) to obtain 1,4-bis[4-(2-pyrimidinylamino)benzyl]-2,3-dioxopiperazine (14.7% yield). Starting materials: BrCc1ccccc1, CC(C)[Si](C(C)C)(C(C)C)n1ccc2cc(C(=O)C3CCN(C(=O)OC(C)(C)C)C3)ccc21, C1CCOC1, C[Si](C)(C)[N-][Si](C)(C)C, [Li+]. Product: CC(C)[Si](C(C)C)(C(C)C)n1ccc2cc(C(=O)C3(Cc4ccccc4)CCN(C(=O)OC(C)(C)C)C3)ccc21. RXN SMILES: [Br:44][CH2:45][c:46]1[cH:47][cH:48][cH:49][cH:50][cH:51]1.[C:11]([CH3:12])([CH3:13])([CH3:14])[O:15][C:16](=[O:17])[N:18]1[CH2:19][CH:20]([C:23](=[O:24])[c:25]2[cH:26][c:27]3[cH:28][cH:29][n:30]([Si:34]([CH:35]([CH3:36])[CH3:37])([CH:38]([CH3:39])[CH3:40])[CH:41]([CH3:42])[CH3:43])[c:31]3[cH:32][cH:33]2)[CH2:21][CH2:22]1.[CH2:52]1[O:53][CH2:54][CH2:55][CH2:56]1.[CH3:1][Si:2]([N-:3][Si:4]([CH3:5])([CH3:6])[CH3:7])([CH3:8])[CH3:9].[Li+:10]>>[C:11]([CH3:12])([CH3:13])([CH3:14])[O:15][C:16](=[O:17])[N:18]1[CH2:19][C:20]([C:23](=[O:24])[c:25]2[cH:26][c:27]3[cH:28][cH:29][n:30]([Si:34]([CH:35]([CH3:36])[CH3:37])([CH:38]([CH3:39])[CH3:40])[CH:41]([CH3:42])[CH3:43])[c:31]3[cH:32][cH:33]2)([CH2:45][c:46]2[cH:47][cH:48][cH:49][cH:50][cH:51]2)[CH2:21][CH2:22]1. As a reaction SMILES: [C:1]([C:9]1[CH:36]=[CH:35][C:12]2[N:13]([CH2:17][CH2:18][O:19][C:20]3[CH:34]=[CH:33][C:23]([O:24][CH:25]([CH2:31][CH3:32])[C:26]([O:28][CH2:29][CH3:30])=[O:27])=[CH:22][CH:21]=3)[C:14](=[O:16])[S:15][C:11]=2[CH:10]=1)(=O)[C:2]1[CH:7]=[CH:6][CH:5]=[CH:4][CH:3]=1.[CH3:37][O:38][NH2:39]>>[CH3:37][O:38][N:39]=[C:1]([C:2]1[CH:3]=[CH:4][CH:5]=[CH:6][CH:7]=1)[C:9]1[CH:36]=[CH:35][C:12]2[N:13]([CH2:17][CH2:18][O:19][C:20]3[CH:21]=[CH:22][C:23]([O:24][CH:25]([CH2:31][CH3:32])[C:26]([O:28][CH2:29][CH3:30])=[O:27])=[CH:33][CH:34]=3)[C:14](=[O:16])[S:15][C:11]=2[CH:10]=1. Product: CON=C(C1=CC2=C(N(C(S2)=O)CCOC2=CC=C(OC(C(=O)OCC)CC)C=C2)C=C1)C1=CC=CC=C1 (Ethyl 2-{4-[2-(6-[(methoxyimino)(phenyl)methyl]-2-oxo-1,3-benzothiazol-3(2H)-yl)ethoxy]phenoxy}butanoate). Reactants: C(C1=CC=CC=C1)(=O)C1=CC2=C(N(C(S2)=O)CCOC2=CC=C(OC(C(=O)OCC)CC)C=C2)C=C1 (Ethyl 2-{4-[2-(6-benzoyl-2-oxo-1,3-benzothiazol-3(2H)-yl)ethoxy]phenoxy}-butanoate), CON (O-methylhydroxylamine). Procedure details: Starting from the compound obtained in Step A, the procedure is as in Step B of Example 2, replacing the hydroxylamine by O-methylhydroxylamine. Starting materials: C(C)(C)(C)OC(=O)N1CCC(CC1)C1=CC=C(C=C1)Br (4-(4-bromo-phenyl)-piperidine-1-carboxylic acid tert-butyl ester), C(CCC)[Sn](C1=NC=CC=N1)(CCCC)CCCC (2-tributylstannanyl-pyrimidine), [F-].[Cs+] (cesium fluoride). Reagents/catalysts: C(C)(C)(C)PC(C)(C)C.[Pd] (palladium di-tert-butylphosphine). Run at temperature 90 celsius, time 8 hour. The product is C(C)(C)(C)OC(=O)N1CCC(CC1)C1=CC=C(C=C1)C1=NC=CC=N1 (4-(4-Pyrimidin-2-yl-phenyl)-piperidine-1-carboxylic acid tert-butyl ester). As a reaction SMILES: [C:1]([O:5][C:6]([N:8]1[CH2:13][CH2:12][CH:11]([C:14]2[CH:19]=[CH:18][C:17](Br)=[CH:16][CH:15]=2)[CH2:10][CH2:9]1)=[O:7])([CH3:4])([CH3:3])[CH3:2].C([Sn](CCCC)(CCCC)[C:26]1[N:31]=[CH:30][CH:29]=[CH:28][N:27]=1)CCC.[F-].[Cs+]>C(PC(C)(C)C)(C)(C)C.[Pd]>[C:1]([O:5][C:6]([N:8]1[CH2:13][CH2:12][CH:11]([C:14]2[CH:19]=[CH:18][C:17]([C:26]3[N:31]=[CH:30][CH:29]=[CH:28][N:27]=3)=[CH:16][CH:15]=2)[CH2:10][CH2:9]1)=[O:7])([CH3:4])([CH3:3])[CH3:2] |f:2.3,4.5|. Reported procedure: A mixture containing 4-(4-bromo-phenyl)-piperidine-1-carboxylic acid tert-butyl ester (100 mg, 0.29 mmol), 2-tributylstannanyl-pyrimidine (130 mg, 0.36 mmol), cesium fluoride (85 mg, 0.56 mmol) and palladium di-tert-butylphosphine was degassed three times with Ar. Dioxane was added and the formed reaction mixture was stirred at 90° C. overnight under Ar. Then the reaction mixture was filter through celite and the solvent was removed under vacuum and crude product was used directly in the next st... Product: COc1cc2c(Sc3ccc([N+](=O)[O-])s3)ccnc2cc1OCc1ccccc1. Reactants: O=[N+]([O-])c1ccc(Br)s1, O=C([O-])[O-], COc1cc2c(=S)cc[nH]c2cc1OCc1ccccc1, CN(C)C=O, [K+], [K+], O. As a reaction SMILES: [Br:22][c:23]1[s:24][c:25]([N+:28](=[O:29])[O-:30])[cH:26][cH:27]1.[C:31](=[O:32])([O-:33])[O-:34].[CH2:1]([c:2]1[cH:3][cH:4][cH:5][cH:6][cH:7]1)[O:8][c:9]1[c:10]([O:20][CH3:21])[cH:11][c:12]2[c:13](=[S:19])[cH:14][cH:15][nH:16][c:17]2[cH:18]1.[CH3:37][N:38]([CH3:39])[CH:40]=[O:41].[K+:35].[K+:36].[OH2:42]>>[CH2:1]([c:2]1[cH:3][cH:4][cH:5][cH:6][cH:7]1)[O:8][c:9]1[c:10]([O:20][CH3:21])[cH:11][c:12]2[c:13]([S:19][c:23]3[s:24][c:25]([N+:28](=[O:29])[O-:30])[cH:26][cH:27]3)[cH:14][cH:15][n:16][c:17]2[cH:18]1. Starting materials: Cc1nc(Cl)ccc1OC(CC1CC1)C1CCN(C(=O)OC(C)(C)C)C1, COc1ccccc1, ClCCl, O=C(O)C(F)(F)F. Yields the product Cc1nc(Cl)ccc1OC(CC1CC1)C1CCNC1. RXN SMILES: [C:1]([O:2][C:3](=[O:4])[N:8]1[CH2:9][CH:10]([CH:13]([CH2:14][CH:15]2[CH2:16][CH2:17]2)[O:18][c:19]2[c:20]([CH3:26])[n:21][c:22]([Cl:25])[cH:23][cH:24]2)[CH2:11][CH2:12]1)([CH3:5])([CH3:6])[CH3:7].[CH3:27][O:28][c:29]1[cH:30][cH:31][cH:32][cH:33][cH:34]1.[Cl:42][CH2:43][Cl:44].[OH:35][C:36]([C:37]([F:38])([F:39])[F:40])=[O:41]>>[NH:8]1[CH2:9][CH:10]([CH:13]([CH2:14][CH:15]2[CH2:16][CH2:17]2)[O:18][c:19]2[c:20]([CH3:26])[n:21][c:22]([Cl:25])[cH:23][cH:24]2)[CH2:11][CH2:12]1. The reactants are CC(C)(C)OC(=O)N1CCN(c2ccc(C(=O)O)cc2)CC1, CC(C)(C)c1cccc(N)c1, CN(C)c1ccncc1, ClCCl. The product is CC(C)(C)OC(=O)N1CCN(c2ccc(C(=O)Nc3cccc(C(C)(C)C)c3)cc2)CC1. Reaction SMILES: [C:12]([CH3:13])([CH3:14])([CH3:15])[O:16][C:17](=[O:18])[N:19]1[CH2:20][CH2:21][N:22]([c:25]2[cH:26][cH:27][c:28]([C:31](=[O:32])[OH:33])[cH:29][cH:30]2)[CH2:23][CH2:24]1.[C:1]([CH3:2])([CH3:3])([CH3:4])[c:5]1[cH:6][c:7]([NH2:8])[cH:9][cH:10][cH:11]1.[CH3:34][N:35]([c:36]1[cH:37][cH:38][n:39][cH:40][cH:41]1)[CH3:42].[Cl:43][CH2:44][Cl:45]>>[C:1]([CH3:2])([CH3:3])([CH3:4])[c:5]1[cH:6][c:7]([NH:8][C:31]([c:28]2[cH:27][cH:26][c:25]([N:22]3[CH2:21][CH2:20][N:19]([C:17]([O:16][C:12]([CH3:13])([CH3:14])[CH3:15])=[O:18])[CH2:24][CH2:23]3)[cH:30][cH:29]2)=[O:32])[cH:9][cH:10][cH:11]1. Starting materials: N#CCC(=O)NC(N)=O, CC(C)=O, CC(=O)O, CC(=O)[O-], CC(C)O, [NH4+]. The product is CC(C)C(C#N)C(=O)NC(N)=O. As a reaction SMILES: [C:1](#[N:2])[CH2:3][C:4](=[O:5])[NH:6][C:7](=[O:8])[NH2:9].[CH3:10][C:11]([CH3:12])=[O:13].[CH3:14][C:15](=[O:16])[OH:17].[CH3:19][C:20](=[O:21])[O-:22].[CH:23]([OH:24])([CH3:25])[CH3:26].[NH4+:18]>>[C:1](#[N:2])[CH:3]([C:4](=[O:5])[NH:6][C:7](=[O:8])[NH2:9])[CH:11]([CH3:10])[CH3:12]. Starting materials: CC=1C=C(CBr)C=CC1 (3-methylbenzylbromide), [H-].[Na+] (sodium hydride), CC1=NC=CC(=C1)C(=O)C1=CNC2=CC=CC=C2C1=O (3-(2-methyl-pyridine-4-carbonyl)-1H-quinolin-4-one). Solvent: CN(C=O)C (dimethylformamide). Yields the product CC=1C=C(CN2C=C(C(C3=CC=CC=C23)=O)C(=O)C2=CC(=NC=C2)C)C=CC1 (1-(3-Methyl-benzyl)-3-(2-methyl-pyridine-4-carbonyl)-1H-quinolin-4-one), colorless solid. Reaction SMILES: [H-].[Na+].[CH3:3][C:4]1[CH:9]=[C:8]([C:10]([C:12]2[C:21](=[O:22])[C:20]3[C:15](=[CH:16][CH:17]=[CH:18][CH:19]=3)[NH:14][CH:13]=2)=[O:11])[CH:7]=[CH:6][N:5]=1.[CH3:23][C:24]1[CH:25]=[C:26]([CH:29]=[CH:30][CH:31]=1)[CH2:27]Br>CN(C)C=O>[CH3:23][C:24]1[CH:25]=[C:26]([CH:29]=[CH:30][CH:31]=1)[CH2:27][N:14]1[C:15]2[C:20](=[CH:19][CH:18]=[CH:17][CH:16]=2)[C:21](=[O:22])[C:12]([C:10]([C:8]2[CH:7]=[CH:6][N:5]=[C:4]([CH3:3])[CH:9]=2)=[O:11])=[CH:13]1 |f:0.1|. Reported procedure: Compound 4gg was prepared following the procedure outlined in Step 3 of Example 1 using 10.4 mg (0.26 mmol) of sodium hydride (60%), 53 mg (0.20 mmol) of 3-(2-methyl-pyridine-4-carbonyl)-1H-quinolin-4-one 3h, 3 mL of anhydrous dimethylformamide, and 48 mg (0.26 mmol) of 3-methylbenzylbromide. The crude product was purified by preparative HPLC to yield 27 mg of a colorless solid 4gg: LC-MSD, m/z for C24H20N2O2, [M+H]+=369.5, [M+2H]+=370.5; Reverse phase HPLC (gradient acetonitrile 0.1% TFA 20-95%... Starting materials: ClC1=NC=C(C(=N1)Cl)[N+](=O)[O-] (2,4-Dichloro-5-nitropyrimidine), C[O-].[Na+] (sodium methoxide), CO (methanol). The product is COC1=NC=C(C(=N1)OC)[N+](=O)[O-] (2,4-dimethoxy-5-nitropyrimidine). Reaction SMILES: Cl[C:2]1[N:7]=[C:6](Cl)[C:5]([N+:9]([O-:11])=[O:10])=[CH:4][N:3]=1.[CH3:12][O-:13].[Na+].[CH3:15][OH:16]>>[CH3:12][O:13][C:2]1[N:7]=[C:6]([O:16][CH3:15])[C:5]([N+:9]([O-:11])=[O:10])=[CH:4][N:3]=1 |f:1.2|. Procedure details: 2,4-Dichloro-5-nitropyrimidine (9.7 g), prepared using the procedure in J. Chem. Soc., 1951, 1565, was added to a solution of sodium methoxide in methanol (obtained from sodium (2.8 g) and methanol (50 ml)) at 0°-5° C. The mixture was heated at reflux for 2 hours and poured onto ice water (200 ml). The suspended solid was collected by filtration and dried under vacuum to give 2,4-dimethoxy-5-nitropyrimidine (7.6 g) as a solid, m.p. 92°-93° C.